From a dataset of the Open Reaction Database (ORD), a public repository of structured organic reaction records. describe an organic reaction: reactants, conditions, products, and yield The reactants are CCS(=O)(=O)Nc1cc(-n2c(=O)cc(C(F)(F)F)n(C)c2=O)c(F)cc1Br, CC(=O)[O-], CC(=O)[O-], [Cl-], [Cl-], [H-], [Na+], N#C[Na], [Pd+2], [Zn+2]. Product: CCS(=O)(=O)Nc1cc(-n2c(=O)cc(C(F)(F)F)n(C)c2=O)c(F)cc1C#N. As a reaction SMILES: [Br:1][c:2]1[cH:3][c:4]([F:27])[c:5](-[n:14]2[c:15](=[O:26])[n:16]([CH3:25])[c:17]([C:21]([F:22])([F:23])[F:24])[cH:18][c:19]2=[O:20])[cH:6][c:7]1[NH:8][S:9](=[O:10])(=[O:11])[CH2:12][CH3:13].[C:33]([O-:34])(=[O:35])[CH3:36].[C:38]([O-:39])(=[O:40])[CH3:41].[Cl-:42].[Cl-:44].[H-:28].[Na+:29].[Na:30][C:31]#[N:32].[Pd+2:37].[Zn+2:43]>>[c:2]1([C:31]#[N:32])[cH:3][c:4]([F:27])[c:5](-[n:14]2[c:15](=[O:26])[n:16]([CH3:25])[c:17]([C:21]([F:22])([F:23])[F:24])[cH:18][c:19]2=[O:20])[cH:6][c:7]1[NH:8][S:9](=[O:10])(=[O:11])[CH2:12][CH3:13]. Starting materials: FC1=CC=C(C=C1)N1C(C(=C(C2=NC=C(C=C12)CC1=CC=C(C=C1)F)O)C(=O)NCCO)=O (1-(4-fluorophenyl)-7-[(4-fluorophenyl)methyl]-4-hydroxy-N-(2-hydroxyethyl)-2-oxo-1,2-dihydro-1,5-naphthyridine-3-carboxamide), [OH-].[Na+] (sodium hydroxide). Run in C(C)OCC (diethyl ether), C(C)O (ethanol). Run at time 1 hour. The product is FC1=CC=C(C=C1)N1C(C(=C(C2=NC=C(C=C12)CC1=CC=C(C=C1)F)[O-])C(=O)NCCO)=O.[Na+] (sodium 1-(4-fluorophenyl)-7-[(4-fluorophenyl)methyl]-3-{[(2-hydroxyethyl)amino]carbonyl}-2-oxo-1,2-dihydro-1,5-naphthyridine-4-olate). Isolated yield 92.0%. RXN SMILES: [F:1][C:2]1[CH:7]=[CH:6][C:5]([N:8]2[C:17]3[C:12](=[N:13][CH:14]=[C:15]([CH2:18][C:19]4[CH:24]=[CH:23][C:22]([F:25])=[CH:21][CH:20]=4)[CH:16]=3)[C:11]([OH:26])=[C:10]([C:27]([NH:29][CH2:30][CH2:31][OH:32])=[O:28])[C:9]2=[O:33])=[CH:4][CH:3]=1.[OH-].[Na+:35]>C(O)C.C(OCC)C>[F:1][C:2]1[CH:7]=[CH:6][C:5]([N:8]2[C:17]3[C:12](=[N:13][CH:14]=[C:15]([CH2:18][C:19]4[CH:24]=[CH:23][C:22]([F:25])=[CH:21][CH:20]=4)[CH:16]=3)[C:11]([O-:26])=[C:10]([C:27]([NH:29][CH2:30][CH2:31][OH:32])=[O:28])[C:9]2=[O:33])=[CH:4][CH:3]=1.[Na+:35] |f:1.2,5.6|. Procedure details: 1-(4-fluorophenyl)-7-[(4-fluorophenyl)methyl]-4-hydroxy-N-(2-hydroxyethyl)-2-oxo-1,2-dihydro-1,5-naphthyridine-3-carboxamide (311 mg, 0.690 mmol) described in example 200 was suspended in ethanol (10 mL) and 1 N sodium hydroxide was added (0.68 mL) and the resulting white suspension was stirred for 1 hour. The mixture was diluted with diethyl ether (50 mL) and the solid was collected by vacuum filtration to afford sodium 1-(4-fluorophenyl)-7-[(4-fluorophenyl)methyl]-3-{[(2-hydroxyethyl)amino]car...